This data is from the Open Reaction Database (ORD), a public repository of structured organic reaction records. The task is: describe an organic reaction: reactants, conditions, products, and yield Reactants: CCCCCCCCCCOc1ccc(C(=O)c2cccc(C(=O)O)c2)cc1CCC(=O)O, Cl, NO. Yields the product CCCCCCCCCCOc1ccc(C(=NO)c2cccc(C(=O)O)c2)cc1CCC(=O)O. RXN SMILES: [C:1](=[O:2])([OH:3])[c:4]1[cH:5][c:6]([C:7](=[O:8])[c:9]2[cH:10][cH:11][c:12]([O:20][CH2:21][CH2:22][CH2:23][CH2:24][CH2:25][CH2:26][CH2:27][CH2:28][CH2:29][CH3:30])[c:13]([CH2:15][CH2:16][C:17](=[O:18])[OH:19])[cH:14]2)[cH:31][cH:32][cH:33]1.[ClH:34].[NH2:35][OH:36]>>[C:1](=[O:2])([OH:3])[c:4]1[cH:5][c:6]([C:7]([c:9]2[cH:10][cH:11][c:12]([O:20][CH2:21][CH2:22][CH2:23][CH2:24][CH2:25][CH2:26][CH2:27][CH2:28][CH2:29][CH3:30])[c:13]([CH2:15][CH2:16][C:17](=[O:18])[OH:19])[cH:14]2)=[N:35][OH:36])[cH:31][cH:32][cH:33]1. The reactants are ClC=1C=C(C=CC1Cl)CCC(C)N (4-(3,4-dichlorophenyl)butan-2-amine), C(C)N1CC(=C(C1=O)OC)C(=O)O (1-ethyl-4-methoxy-5-oxo-2,5-dihydro-1H-pyrrole-3-carboxylic acid). The product is ClC=1C=C(C=CC1Cl)CCC(C)NC(=O)C=1CN(C(C1O)=O)CC (N-(4-(3,4-dichlorophenyl)butan-2-yl)-1-ethyl-4-hydroxy-5-oxo-2,5-dihydro-1H-pyrrole-3-carboxamide). Isolated yield 15.0%. RXN SMILES: [Cl:1][C:2]1[CH:3]=[C:4]([CH2:9][CH2:10][CH:11]([NH2:13])[CH3:12])[CH:5]=[CH:6][C:7]=1[Cl:8].[CH2:14]([N:16]1[C:20](=[O:21])[C:19]([O:22]C)=[C:18]([C:24](O)=[O:25])[CH2:17]1)[CH3:15]>>[Cl:1][C:2]1[CH:3]=[C:4]([CH2:9][CH2:10][CH:11]([NH:13][C:24]([C:18]2[CH2:17][N:16]([CH2:14][CH3:15])[C:20](=[O:21])[C:19]=2[OH:22])=[O:25])[CH3:12])[CH:5]=[CH:6][C:7]=1[Cl:8]. Procedure: By appropriate application of method described in Example 180, 4-(3,4-dichlorophenyl)butan-2-amine (racemic) (50 mg, 0.23 mmol) and 1-ethyl-4-methoxy-5-oxo-2,5-dihydro-1H-pyrrole-3-carboxylic acid (85 mg, 0.46 mmol) were converted to Example 225 (racemate) (12 mg, 0.032 mmol, 15% yield for two steps). HPLC/MS (Method D) RT=0.97 min, [M+1]+ 371.1; 1H NMR (400 MHz, CHLOROFORM-d) δ ppm 1.16-1.39 (m, 6H) 1.74-1.95 (m, 2H) 2.67 (t, J=7.78 Hz, 2H) 3.62 (q, J=7.03 Hz, 2H) 4.12 (s, 1H) 4.14-4.28 (m, 1H)...